From a dataset of the Open Reaction Database (ORD), a public repository of structured organic reaction records. describe an organic reaction: reactants, conditions, products, and yield The reactants are ClCCl, CN1CCCCC1, CC(C)OC(=O)NC(C(=O)O)C(C)C, CC(C)COC(=O)Cl, CC(N)COc1ccc([N+](=O)[O-])cc1, O. The product is CC(COc1ccc([N+](=O)[O-])cc1)NC(=O)C(NC(=O)OC(C)C)C(C)C. As a reaction SMILES: [CH2:44]([Cl:45])[Cl:46].[CH3:1][N:2]1[CH2:3][CH2:4][CH2:5][CH2:6][CH2:7]1.[CH:8]([CH3:9])([CH3:10])[O:11][C:12](=[O:13])[NH:14][CH:15]([CH:16]([CH3:17])[CH3:18])[C:19](=[O:20])[OH:21].[Cl:22][C:23]([O:24][CH2:25][CH:26]([CH3:27])[CH3:28])=[O:29].[N+:30](=[O:31])([O-:32])[c:33]1[cH:34][cH:35][c:36]([O:37][CH2:38][CH:39]([CH3:40])[NH2:41])[cH:42][cH:43]1.[OH2:47]>>[CH:8]([CH3:9])([CH3:10])[O:11][C:12](=[O:13])[NH:14][CH:15]([CH:16]([CH3:17])[CH3:18])[C:19](=[O:21])[NH:41][CH:39]([CH2:38][O:37][c:36]1[cH:35][cH:34][c:33]([N+:30](=[O:31])[O-:32])[cH:43][cH:42]1)[CH3:40]. The reactants are ester, COC([O-])=O.C[NH+]1C(N(C(C1)C)C)C (1,2,3,4-tetramethylimidazolinium methyl carbonate salt), P(=O)(OC)([O-])[O-] (methyl phosphate). The solvent is CO (methanol), CO (methanol). Yields the product COP(=O)([O-])[O-].C[NH+]1C(N(C(C1)C)C)C.C[NH+]1C(N(C(C1)C)C)C (1,2,3,4-tetramethylimidazolinium methyl phosphate). Reaction SMILES: [P:1]([O-:6])([O-:5])([O:3][CH3:4])=[O:2].COC(=O)[O-].[CH3:12][NH+:13]1[CH2:17][CH:16]([CH3:18])[N:15]([CH3:19])[CH:14]1[CH3:20]>CO>[CH3:4][O:3][P:1]([O-:6])([O-:5])=[O:2].[CH3:12][NH+:13]1[CH2:17][CH:16]([CH3:18])[N:15]([CH3:19])[CH:14]1[CH3:20].[CH3:12][NH+:13]1[CH2:17][CH:16]([CH3:18])[N:15]([CH3:19])[CH:14]1[CH3:20] |f:1.2,4.5.6|. Procedure details: A salt exchange reaction was performed by adding methyl phosphate mixed ester (about 1 to 3 wt % of phosphoric acid, about 44 to 49 wt % of monomethyl phosphate, about 44 to 49 wt % of dimethyl phosphate and about 3 to 5 wt % of trimethyl phosphate) (AP-1; produced by Daihachi Chemical Industries Co., Ltd.) (0.1 mol) to a methanol solution of 1,2,3,4-tetramethylimidazolinium methyl carbonate salt (0.1 mol), and thereby obtaining a methanol solution of 1,2,3,4-tetramethylimidazolinium methyl phos...